Dataset: the Open Reaction Database (ORD), a public repository of structured organic reaction records. Task: describe an organic reaction: reactants, conditions, products, and yield The reactants are Cl.C(C1=CN=CC=C1)(Cl)=NO (nicotinoyl chloride oxime hydrochloride), Cl.N1=C(C=CC=C1)C(Cl)=NO (picolinoyl chloride oxime hydrochloride), Cl.C(C1=CC=NC=C1)(Cl)=NO (isonicotinoyl chloride oxime hydrochloride). Yields the product 3-(2-pyridyl)-5-isozazoleethanol, N1=CC=C(C=C1)C1=NOC(=C1)CCO (3-(4-pyridyl)-5-isoxazoleethanol). Reaction SMILES: Cl.[N:2]1[CH:7]=[CH:6][CH:5]=[CH:4][C:3]=1C(=NO)Cl.Cl.C(=N[OH:22])(Cl)C1C=CN=CC=1.Cl.[C:24](=[N:32][OH:33])(Cl)[C:25]1[CH:30]=[CH:29][CH:28]=NC=1>>[N:2]1[CH:3]=[CH:4][C:5]([C:24]2[CH:25]=[C:30]([CH2:29][CH2:28][OH:22])[O:33][N:32]=2)=[CH:6][CH:7]=1 |f:0.1,2.3,4.5|. Procedure: By substituting an equimolar amount of picolinoyl chloride oxime hydrochloride or isonicotinoyl chloride oxime hydrochloride for the nicotinoyl chloride oxime hydrochloride employed in the above example, there is obtained the corresponding 3-(2-pyridyl)-5-isozazoleethanol and 3-(4-pyridyl)-5-isoxazoleethanol. The reactants are O1CCC2=C1C=CC=C2[C@H]2[C@@H](C2)CNC(CC)=O ((trans)-N-[[2-(2,3-dihydrobenzofuran-4-yl) cyclopropyl]methyl]propanamide), IV, tetraacetate, II (iodine). Run in C(C)(=O)O (acetic acid), C(Cl)Cl (methylene chloride). Run at time 1.5 hour. The product is IC=1C=CC2=C(CCO2)C1[C@H]1[C@@H](C1)CNC(CC)=O ((trans)-N-[[2-(2,3-Dihydro-5-iodobenzofuran-4-yl)cyclopropyl]methyl]propanamide). Yield: 26.9%. RXN SMILES: [O:1]1[C:5]2[CH:6]=[CH:7][CH:8]=[C:9]([C@@H:10]3[CH2:12][C@H:11]3[CH2:13][NH:14][C:15](=[O:18])[CH2:16][CH3:17])[C:4]=2[CH2:3][CH2:2]1.[I:19]I>C(O)(=O)C.C(Cl)Cl>[I:19][C:8]1[CH:7]=[CH:6][C:5]2[O:1][CH2:2][CH2:3][C:4]=2[C:9]=1[C@@H:10]1[CH2:12][C@H:11]1[CH2:13][NH:14][C:15](=[O:18])[CH2:16][CH3:17]. Procedure: To a solution of 0.12 g (0.6 mmol) (trans)-N-[[2-(2,3-dihydrobenzofuran-4-yl) cyclopropyl]methyl]propanamide and 0.27 g (0.6 mmol) of lead IV tetraacetate in 1 mL acetic acid was added 0.075 g (0.25 mmol) iodine. The solution was allowed to stir for 1.5 h and was diluted with methylene chloride. The resulting solution was washed with water and saturated sodium bicarbonate solution and dried. The solution was concentrated in vacuo and the residue purified by chromatography on silica eluting with ... Starting materials: C(=O)([O-])[O-].[K+].[K+] (K2CO3), BrCC(=O)NC1=NC=C(C=C1)Cl (2-bromo-N-(5-Chloro-pyridin-2-yl-)-acetamide), COC(=O)C1=CC=CC=2NC(=NC21)C(NC2=CC=C(C=C2)N2C(COCC2)=O)=O (2-[4-(3-Oxo-morpholin-4-yl)-phenylcarbamoyl]-1H-benzoimidazole-4-carboxylic acid methyl ester). Reaction conditions: time 4 hour. Product: COC(=O)C1=CC=CC=2N(C(=NC21)C(NC2=CC=C(C=C2)N2C(COCC2)=O)=O)CC(NC2=NC=C(C=C2)Cl)=O (1-[(5-Chloro-pyridin-2-ylcarbamoyl)-methyl]-2-[4-(3-oxo-morpholin-4-yl)-phenylcarbamoyl]-1H-benzoimidazole-4-carboxylic acid methyl ester). RXN SMILES: [CH3:1][O:2][C:3]([C:5]1[C:13]2[N:12]=[C:11]([C:14](=[O:29])[NH:15][C:16]3[CH:21]=[CH:20][C:19]([N:22]4[CH2:27][CH2:26][O:25][CH2:24][C:23]4=[O:28])=[CH:18][CH:17]=3)[NH:10][C:9]=2[CH:8]=[CH:7][CH:6]=1)=[O:4].C([O-])([O-])=O.[K+].[K+].Br[CH2:37][C:38]([NH:40][C:41]1[CH:46]=[CH:45][C:44]([Cl:47])=[CH:43][N:42]=1)=[O:39]>CN(C=O)C.C1(C)C=CC=CC=1>[CH3:1][O:2][C:3]([C:5]1[C:13]2[N:12]=[C:11]([C:14](=[O:29])[NH:15][C:16]3[CH:17]=[CH:18][C:19]([N:22]4[CH2:27][CH2:26][O:25][CH2:24][C:23]4=[O:28])=[CH:20][CH:21]=3)[N:10]([CH2:37][C:38](=[O:39])[NH:40][C:41]3[CH:46]=[CH:45][C:44]([Cl:47])=[CH:43][N:42]=3)[C:9]=2[CH:8]=[CH:7][CH:6]=1)=[O:4] |f:1.2.3|. Procedure: 72.0 mg (0.183 mmol) 2-[4-(3-Oxo-morpholin-4-yl)-phenylcarbamoyl]-1H-benzoimidazole-4-carboxylic acid methyl ester were dissolved in 7 mL DMF. Sequentially 37.8 mg (0.274 mmol) K2CO3 and 54.6 mg (0.219 mmol) 2-bromo-N-(5-Chloro-pyridin-2-yl-)-acetamide were added and the resulting mixture was stirred for 4 h at 80°. The mixture was diluted with 200 mL toluene and washed with 50 mL of a saturated NaHCO3-solution. The product was not completely soluble in toluene, so ethyl acetate had to be added.... Solvent: C1(=CC=CC=C1)C (toluene), CN(C)C=O (DMF). The reactants are Br.NC=1C(=C(C=CC1)C1=CC(=CC=C1)C(=O)O)O (3′-amino-2′-hydroxy-biphenyl-3-carboxylic acid hydrobromide), C([O-])(O)=O.[Na+] (sodium bicarbonate), N(=O)[O-].[Na+] (sodium nitrite), C1CCC2=CC(=CC=C12)N1N=C(CC1=O)C (2-indan-5-yl-5-methyl-2,4-dihydro-pyrazol-3-one). The solvent is Cl (hydrochloric acid), C(C)O (ethanol). Yields the product OC1=C(C=CC=C1N\N=C/1\C(=NN(C1=O)C=1C=C2CCCC2=CC1)C)C1=CC(=CC=C1)C(=O)O ((Z)-2′-Hydroxy-3′-[N′-(1-indan-5-yl-3-methyl-5-oxo-1,5-dihydro-pyrazol-4-ylidene)-hydrazino]-biphenyl-3-carboxylic acid), OC1=C(C=CC=C1N\N=C\1/C(=NN(C1=C=O)C=1C=C2CCCC2=CC1)C)C1=CC(=CC=C1)C(=O)O ((Z)-2′-hydroxy-3′-[N′-(1-indan-5-yl-3-methyl-5-carbonyl-1,5-dihydro-pyrazol-4-ylidene)-hydrazino]-biphenyl-3-carboxylic acid). The yield is 11.4%. As a reaction SMILES: Br.[NH2:2][C:3]1[C:4]([OH:18])=[C:5]([C:9]2[CH:14]=[CH:13][CH:12]=[C:11]([C:15]([OH:17])=[O:16])[CH:10]=2)[CH:6]=[CH:7][CH:8]=1.[N:19]([O-])=O.[Na+].[CH2:23]1[C:31]2[C:26](=[CH:27][C:28]([N:32]3[C:36](=[O:37])[CH2:35][C:34]([CH3:38])=[N:33]3)=[CH:29][CH:30]=2)[CH2:25][CH2:24]1.[C:39](=[O:42])(O)[O-].[Na+]>Cl.C(O)C>[OH:18][C:4]1[C:3]([NH:2]/[N:19]=[C:35]2/[C:34]([CH3:38])=[N:33][N:32]([C:28]3[CH:27]=[C:26]4[C:31](=[CH:30][CH:29]=3)[CH2:23][CH2:24][CH2:25]4)[C:36]/2=[O:37])=[CH:8][CH:7]=[CH:6][C:5]=1[C:9]1[CH:14]=[CH:13][CH:12]=[C:11]([C:15]([OH:17])=[O:16])[CH:10]=1.[OH:18][C:4]1[C:3]([NH:2]/[N:19]=[C:35]2\[C:34]([CH3:38])=[N:33][N:32]([C:28]3[CH:27]=[C:26]4[C:31](=[CH:30][CH:29]=3)[CH2:23][CH2:24][CH2:25]4)[C:36]\2=[C:39]=[O:42])=[CH:8][CH:7]=[CH:6][C:5]=1[C:9]1[CH:14]=[CH:13][CH:12]=[C:11]([C:15]([OH:17])=[O:16])[CH:10]=1 |f:0.1,2.3,5.6|. Reported procedure: Upon cooling by an ice-water bath, 3′-amino-2′-hydroxy-biphenyl-3-carboxylic acid hydrobromide 1f (267 mg, 1.16 mmol) was dissolved in 10 mL of 1M hydrochloric acid followed by dropwise addition of 10 mL of sodium nitrite solution (88 mg, 1.28 mmol) and 2-indan-5-yl-5-methyl-2,4-dihydro-pyrazol-3-one 1i (249 mg, 1.16 mmol). The mixture was adjusted to pH 8 with saturated sodium bicarbonate solution, followed by addition of 10 mL of ethanol. The reaction mixture was warmed up to room temperature ... RXN SMILES: [C:1]([CH3:2])([CH3:3])([CH3:4])[O:5][C:6](=[O:7])[C:8]1([CH2:12][NH:13][S:14](=[O:15])(=[O:16])[c:17]2[cH:18][c:19]([C:23](=[O:24])[N:25]3[CH2:26][CH2:27][C:28]4([CH2:29][NH:30][C:31](=[N:33][C:34](=[O:35])[c:36]5[n:37][c:38]([Cl:44])[c:39]([NH2:43])[n:40][c:41]5[NH2:42])[NH:32]4)[CH2:45][CH2:46]3)[cH:20][cH:21][cH:22]2)[CH2:9][CH2:10][CH2:11]1.[ClH:53].[O:47]1[CH2:48][CH2:49][O:50][CH2:51][CH2:52]1>>[O:5]=[C:6]([OH:7])[C:8]1([CH2:12][NH:13][S:14](=[O:15])(=[O:16])[c:17]2[cH:18][c:19]([C:23](=[O:24])[N:25]3[CH2:26][CH2:27][C:28]4([CH2:29][NH:30][C:31](=[N:33][C:34](=[O:35])[c:36]5[n:37][c:38]([Cl:44])[c:39]([NH2:43])[n:40][c:41]5[NH2:42])[NH:32]4)[CH2:45][CH2:46]3)[cH:20][cH:21][cH:22]2)[CH2:9][CH2:10][CH2:11]1. Yields the product Nc1nc(N)c(C(=O)N=C2NCC3(CCN(C(=O)c4cccc(S(=O)(=O)NCC5(C(=O)O)CCC5)c4)CC3)N2)nc1Cl. The reactants are CC(C)(C)OC(=O)C1(CNS(=O)(=O)c2cccc(C(=O)N3CCC4(CC3)CNC(=NC(=O)c3nc(Cl)c(N)nc3N)N4)c2)CCC1, Cl, C1COCCO1. The reactants are BrC1=CC=2N(C3=CC=CC=C3C2C=C1)C1=CC=CC=C1 (2-bromo-9-phenyl-9H-carbazole), N1N=CC=C1 (pyrazole), C([O-])([O-])=O.[K+].[K+] (potassium carbonate), N1[C@H](C(=O)O)CCC1 (L-proline). Reagents/catalysts: [Cu]I (copper(I) iodide). Run in ClCCl (dichloromethane), CS(=O)C (dimethyl sulfoxide). Conditions: temperature 90 celsius, time 3 day. Yields the product C1(=CC=CC=C1)N1C2=CC=CC=C2C=2C=CC(=CC12)N1N=CC=C1 (9-phenyl-2-(1H-pyrazol-1-yl)-9H-carbazole). Yield: 45.0%. RXN SMILES: Br[C:2]1[CH:14]=[CH:13][C:12]2[C:11]3[C:6](=[CH:7][CH:8]=[CH:9][CH:10]=3)[N:5]([C:15]3[CH:20]=[CH:19][CH:18]=[CH:17][CH:16]=3)[C:4]=2[CH:3]=1.[NH:21]1[CH:25]=[CH:24][CH:23]=[N:22]1.C(=O)([O-])[O-].[K+].[K+].N1CCC[C@H]1C(O)=O>ClCCl.[Cu]I.CS(C)=O>[C:4]1([N:5]2[C:6]3[CH:11]=[C:10]([N:21]4[CH:25]=[CH:24][CH:23]=[N:22]4)[CH:9]=[CH:8][C:7]=3[C:20]3[C:15]2=[CH:16][CH:17]=[CH:18][CH:19]=3)[CH:12]=[CH:13][CH:14]=[CH:2][CH:3]=1 |f:2.3.4|. Reported procedure: A pressure vessel was charged with 2-bromo-9-phenyl-9H-carbazole (10 mmol), pyrazole (20 mmol), potassium carbonate (20 mmol), L-proline (2 mmol), copper(I) iodide (1 mmol), and dimethyl sulfoxide (25 mL). After three cycles of evacuation and backfilling with nitrogen, the vessel was sealed and stirred at 90° C. for three days. After cooling, the reaction mixture was diluted with dichloromethane (200 mL), washed four times with water (200 mL), and dried over magnesium sulfate. After removing the...